This data is from the Open Reaction Database (ORD), a public repository of structured organic reaction records. The task is: describe an organic reaction: reactants, conditions, products, and yield Starting materials: C(C)(C)(C)OC(=O)CN1C(CNCCCC2=C1C=CC=C2)=O (1-tert-butyloxycarbonylmethyl-2-oxo-2,3,4,5,6,7-hexahydro-1H-1,4-benzodiazonine), C1(=CC(=CC=C1)N=C=O)C (m-tolylisocyanate). Run in C(Cl)Cl (DCM). The product is C(C)(C)(C)OC(=O)CN1C(C(NCCCC2=C1C=CC=C2)C(NC2=CC(=CC=C2)C)=O)=O (1-tert-Butyloxycarbonylmethyl-(3-methylphenyl)carbamyl-2-oxo-2,3,4,5,6,7-hexahydro-1H-1,4-benzodiazonine). Reaction SMILES: [C:1]([O:5][C:6]([CH2:8][N:9]1[C:17]2[CH:18]=[CH:19][CH:20]=[CH:21][C:16]=2[CH2:15][CH2:14][CH2:13][NH:12][CH2:11][C:10]1=[O:22])=[O:7])([CH3:4])([CH3:3])[CH3:2].[C:23]1([CH3:32])[CH:28]=[CH:27][CH:26]=[C:25]([N:29]=[C:30]=[O:31])[CH:24]=1>C(Cl)Cl>[C:1]([O:5][C:6]([CH2:8][N:9]1[C:17]2[CH:18]=[CH:19][CH:20]=[CH:21][C:16]=2[CH2:15][CH2:14][CH2:13][NH:12][CH:11]([C:30](=[O:31])[NH:29][C:25]2[CH:26]=[CH:27][CH:28]=[C:23]([CH3:32])[CH:24]=2)[C:10]1=[O:22])=[O:7])([CH3:4])([CH3:2])[CH3:3]. Reported procedure: A solution of 1-tert-butyloxycarbonylmethyl-2-oxo-2,3,4,5,6,7-hexahydro-1H-1,4-benzodiazonine (438 mg, 1.44 mmol) and m-tolylisocyanate (0.2 ml, 1.6 mmol) in DCM (4 ml) was stirred at room temperature for 90 minutes. Evaporation of the solvent gave the crude product which was purified by flash chromatography on silica gel with ethyl acetate-hexane (1:2) as eluant. (550 mg, 87%) Reactants: COC(=O)C1=CC=C(CP(OCC)(OCC)=O)C=C1 (diethyl 4-(methoxycarbonyl)benzylphosphonate), C1COCCOCCOCCOCCO1 (15-crown-5), O=C1CCN(CC1)C(=O)OC(C)(C)C (tert-butyl 4-oxo-1-piperidinecarboxylate), ice water, [H-].[Na+] (sodium hydride). Run at temperature 0 celsius, time 0.5 hour. The solvent is C1CCOC1 (THF), C1CCOC1 (THF). Isolated yield 34.9%. Product: COC(=O)C1=CC=C(C=C2CCN(CC2)C(=O)OC(C)(C)C)C=C1 (tert-butyl 4-(4-methoxycarbonylbenzylidene)piperidine-1-carboxylate). Reported procedure: A mixture of methyl 4-(bromomethyl)benzoate (25 g, 109 mmol) and triethyl phosphate (24.3 ml, 142 mmol) was stirred at 150° C. for 24 h. The resulting mixture was purified by distillation (165-172° C., 1 mmHg) to obtain diethyl 4-(methoxycarbonyl)benzylphosphonate (21.5 g, 69%). To a mixture of diethyl 4-(methoxycarbonyl)benzylphosphonate (20.5 g, 71.5 mmol), 15-crown-5 (1.4 ml, 7.1 mmol) and THF (120 ml) was added sodium hydride (60% in oil, 2.9 g, 71.5 mmol) at 0° C. The mixture was stirred at... Reaction SMILES: [CH3:1][O:2][C:3]([C:5]1[CH:19]=[CH:18][C:8]([CH2:9]P(=O)(OCC)OCC)=[CH:7][CH:6]=1)=[O:4].C1OCCOCCOCCOCCOC1.[H-].[Na+].O=[C:38]1[CH2:43][CH2:42][N:41]([C:44]([O:46][C:47]([CH3:50])([CH3:49])[CH3:48])=[O:45])[CH2:40][CH2:39]1>C1COCC1>[CH3:1][O:2][C:3]([C:5]1[CH:6]=[CH:7][C:8]([CH:9]=[C:38]2[CH2:43][CH2:42][N:41]([C:44]([O:46][C:47]([CH3:50])([CH3:49])[CH3:48])=[O:45])[CH2:40][CH2:39]2)=[CH:18][CH:19]=1)=[O:4] |f:2.3|.